This data is from the Open Reaction Database (ORD), a public repository of structured organic reaction records. The task is: describe an organic reaction: reactants, conditions, products, and yield Reactants: O=C1c2ccccc2CN1C1CCCCC1, [K+], O=[N+]([O-])[O-], O, O=S(=O)(O)O. Reaction SMILES: [CH:1]1([N:7]2[C:8](=[O:16])[c:9]3[cH:10][cH:11][cH:12][cH:13][c:14]3[CH2:15]2)[CH2:2][CH2:3][CH2:4][CH2:5][CH2:6]1.[K+:17].[O-:18][N+:19]([O-:20])=[O:21].[OH2:22].[S:23](=[O:24])(=[O:25])([OH:26])[OH:27]>>[CH:1]1([N:7]2[C:8](=[O:16])[c:9]3[cH:10][c:11]([N+:19](=[O:18])[O-:20])[cH:12][cH:13][c:14]3[CH2:15]2)[CH2:2][CH2:3][CH2:4][CH2:5][CH2:6]1. Product: O=C1c2cc([N+](=O)[O-])ccc2CN1C1CCCCC1. Starting materials: CCC=C(CC)C(=O)Nc1ccc(C=O)c2ccccc12, NNC(=O)c1ccc(O)c(Cl)c1. Product: CCC=C(CC)C(=O)Nc1ccc(C=NNC(=O)c2ccc(O)c(Cl)c2)c2ccccc12. Reaction SMILES: [CH2:1]([CH3:2])[CH:3]=[C:4]([C:5](=[O:6])[NH:7][c:8]1[cH:9][cH:10][c:11]([CH:18]=[O:19])[c:12]2[cH:13][cH:14][cH:15][cH:16][c:17]12)[CH2:20][CH3:21].[Cl:22][c:23]1[cH:24][c:25]([C:26](=[O:27])[NH:28][NH2:29])[cH:30][cH:31][c:32]1[OH:33]>>[CH2:1]([CH3:2])[CH:3]=[C:4]([C:5](=[O:6])[NH:7][c:8]1[cH:9][cH:10][c:11]([CH:18]=[N:29][NH:28][C:26]([c:25]2[cH:24][c:23]([Cl:22])[c:32]([OH:33])[cH:31][cH:30]2)=[O:27])[c:12]2[cH:13][cH:14][cH:15][cH:16][c:17]12)[CH2:20][CH3:21]. Starting materials: O=C(O)Cc1c[nH]c2ccc(Br)cc12, BrCC1CC1, CN1CCCC1=O, CCN(C(C)C)C(C)C. The product is O=C(O)Cc1cn(CC2CC2)c2ccc(Br)cc12. Reaction SMILES: [Br:1][c:2]1[cH:3][c:4]2[c:5]([CH2:11][C:12](=[O:13])[OH:14])[cH:6][nH:7][c:8]2[cH:9][cH:10]1.[Br:24][CH2:25][CH:26]1[CH2:27][CH2:28]1.[CH3:29][N:30]1[CH2:31][CH2:32][CH2:33][C:34]1=[O:35].[CH:15]([N:16]([CH2:17][CH3:18])[CH:19]([CH3:20])[CH3:21])([CH3:22])[CH3:23]>>[Br:1][c:2]1[cH:3][c:4]2[c:5]([CH2:11][C:12](=[O:13])[OH:14])[cH:6][n:7]([CH2:25][CH:26]3[CH2:27][CH2:28]3)[c:8]2[cH:9][cH:10]1. The reactants are Nc1cncc(Br)c1, CCOC(C)=O, CS(C)=O, [Cu]I, O=C(O)C1CCCN1, [Na+], [Na], [OH-], O=S(O)c1ccccc1. Product: Nc1cncc(S(=O)(=O)c2ccccc2)c1. Reaction SMILES: [Br:1][c:2]1[cH:3][c:4]([NH2:8])[cH:5][n:6][cH:7]1.[CH3:29][CH2:30][O:31][C:32]([CH3:33])=[O:34].[CH3:37][S:38]([CH3:39])=[O:40].[Cu:35][I:36].[NH:19]1[CH2:20][CH2:21][CH2:22][CH:23]1[C:24]([OH:25])=[O:26].[Na+:28].[Na:18].[OH-:27].[OH:9][S:10](=[O:11])[c:12]1[cH:13][cH:14][cH:15][cH:16][cH:17]1>>[c:2]1([S:10](=[O:9])(=[O:11])[c:12]2[cH:13][cH:14][cH:15][cH:16][cH:17]2)[cH:3][c:4]([NH2:8])[cH:5][n:6][cH:7]1. The reactants are BrC=1C=C(C=C2C=CC(=NC12)OCC(F)(F)F)C (8-bromo-6-methyl-2-(2,2,2-trifluoroethoxy) quinoline), FC(C=1C=C(C=CC1)[Sn](C)(C)C)(F)F (3-(trifluoromethyl)phenyltrimethylstannane), tetrakis (triphenylphosphine)palladium(O), C(C)(=O)OCC (Ethyl acetate), O (water). The solvent is CCCCCC.C(C)(=O)OCC (hexane ethyl acetate), C1(=CC=CC=C1)C (toluene). Reaction conditions: time 3 hour. Product: CC=1C=C2C=CC(=NC2=C(C1)C1=CC(=CC=C1)C(F)(F)F)OCC(F)(F)F (6-Methyl-2-(2,2,2-trifluoroethoxy)-8-[3-(trifluoromethyl)phenyl]quinoline). Yield: 29.3%. RXN SMILES: Br[C:2]1[CH:3]=[C:4]([CH3:18])[CH:5]=[C:6]2[C:11]=1[N:10]=[C:9]([O:12][CH2:13][C:14]([F:17])([F:16])[F:15])[CH:8]=[CH:7]2.[F:19][C:20]([F:32])([F:31])[C:21]1[CH:22]=[C:23]([Sn](C)(C)C)[CH:24]=[CH:25][CH:26]=1.C(OCC)(=O)C.O>C1(C)C=CC=CC=1.CCCCCC.C(OCC)(=O)C>[CH3:18][C:4]1[CH:5]=[C:6]2[C:11](=[C:2]([C:25]3[CH:24]=[CH:23][CH:22]=[C:21]([C:20]([F:32])([F:31])[F:19])[CH:26]=3)[CH:3]=1)[N:10]=[C:9]([O:12][CH2:13][C:14]([F:17])([F:16])[F:15])[CH:8]=[CH:7]2 |f:5.6|. Procedure details: A mixture of 1.5 g (6.2 mmol) of 8-bromo-6-methyl-2-(2,2,2-trifluoroethoxy) quinoline, 2.3 g of crude 3-(trifluoromethyl) phenyltrimethylstannane (Example 1), and 0.2 g of tetrakis (triphenylphosphine)palladium(O) was heated in 30 ml of toluene at reflux with stirring for 3 hours. Ethyl acetate (200 ml) and excess water was added. The organic layer was separated, washed with water and brine, dried over magnesium sulfate, and evaporated in vacuo to give an oil. Silica gel column chromatography (2...